Dataset: the Open Reaction Database (ORD), a public repository of structured organic reaction records. Task: describe an organic reaction: reactants, conditions, products, and yield Starting materials: 9d, BrC=1C=CC(=C(C1)[N+](=O)[O-])F (5-bromo-2-fluoro-nitrobenzene), C1(=CC=CC=C1)O (phenol), CO[C@H]1[C@@H](C[C@@H]2CN3CCC4=C([C@H]3C[C@@H]2[C@@H]1C(=O)OC)NC5=C4C=CC(=C5)OC)OC(=O)C6=CC(=C(C(=C6)OC)OC)OC (Hypersil), BrC=1C=CC=C(OC2=C(C#N)C=CC=C2)C1 (5-bromo-phenoxybenzonitrile). Reaction SMILES: [Br:1][C:2]1[CH:3]=[CH:4][C:5](F)=[C:6]([N+:8]([O-:10])=[O:9])[CH:7]=1.[C:12]1([OH:18])[CH:17]=[CH:16][CH:15]=[CH:14][CH:13]=1.BrC1C=CC=C(C=1)OC1C=CC=CC=1C#N.CO[C@@H]1[C@@H](C(OC)=O)[C@@H]2[C@@H](CN3[C@H](C2)C2NC4C=C(OC)C=CC=4C=2CC3)C[C@H]1OC(C1C=C(OC)C(OC)=C(OC)C=1)=O>C(#N)C>[Br:1][C:2]1[CH:3]=[CH:4][C:5]([O:18][C:12]2[CH:17]=[CH:16][CH:15]=[CH:14][CH:13]=2)=[C:6]([N+:8]([O-:10])=[O:9])[CH:7]=1. Reported procedure: The title compound was prepared in a quantitative yield from 5-bromo-2-fluoro-nitrobenzene and phenol in a manner similar to that described for the preparation of 5-bromo-phenoxybenzonitrile: 1H NMR (DMSO-d6, 400 MHz) δ 8.31 9d, 1H), 7.86(dd, 1H), 7.45(t, 2H), 7.25(t, 1H), 7.13(d, 1H), 7.08(d, 2H); RP-HPLC (Hypersil HS, 5 μm, 100 A 4.6×250 mm; 25%-100% acetonitrile—0.05 M ammonium acetate over 10 min, 1 ml/min) tr 12.70 min. Yields the product BrC1=CC(=C(C=C1)OC1=CC=CC=C1)[N+](=O)[O-] (4-Bromo-2-nitro-1-phenoxybenzene). The solvent is C(C)#N (acetonitrile). Reactants: ClCCl, COc1cc2c(cc1OC)C(=C(Nc1ccccc1)c1cccc(C#N)c1)C(=O)N2. Yields the product COc1cc2c(cc1OC)C(=C(Nc1ccccc1)c1cccc(CN)c1)C(=O)N2. As a reaction SMILES: [CH2:31]([Cl:32])[Cl:33].[NH:1]([c:2]1[cH:3][cH:4][cH:5][cH:6][cH:7]1)[C:8]([c:9]1[cH:10][c:11]([C:15]#[N:16])[cH:12][cH:13][cH:14]1)=[C:17]1[C:18](=[O:30])[NH:19][c:20]2[cH:21][c:22]([O:28][CH3:29])[c:23]([O:26][CH3:27])[cH:24][c:25]21>>[NH:1]([c:2]1[cH:3][cH:4][cH:5][cH:6][cH:7]1)[C:8]([c:9]1[cH:10][c:11]([CH2:15][NH2:16])[cH:12][cH:13][cH:14]1)=[C:17]1[C:18](=[O:30])[NH:19][c:20]2[cH:21][c:22]([O:28][CH3:29])[c:23]([O:26][CH3:27])[cH:24][c:25]21. Reactants: COc1ccc(Oc2ccc(C(F)(F)F)cn2)cc1, Cl, Cl, O, c1ccncc1. Product: Oc1ccc(Oc2ccc(C(F)(F)F)cn2)cc1. RXN SMILES: [CH3:1][O:2][c:3]1[cH:4][cH:5][c:6]([O:7][c:8]2[n:9][cH:10][c:11]([C:14]([F:15])([F:16])[F:17])[cH:12][cH:13]2)[cH:18][cH:19]1.[ClH:20].[ClH:28].[OH2:27].[n:21]1[cH:22][cH:23][cH:24][cH:25][cH:26]1>>[OH:2][c:3]1[cH:4][cH:5][c:6]([O:7][c:8]2[n:9][cH:10][c:11]([C:14]([F:15])([F:16])[F:17])[cH:12][cH:13]2)[cH:18][cH:19]1. The reactants are COC=1C=C(C=CC1)CCN (2-(3-methoxy-phenyl)-ethylamine), C(C)(=O)OC(C)=O (acetic anhydride). The product is COC=1C=C(C=CC1)CCNC(C)=O (N-[2-(3-Methoxy-phenyl)-ethyl]-acetamide). Reaction SMILES: [CH3:1][O:2][C:3]1[CH:4]=[C:5]([CH2:9][CH2:10][NH2:11])[CH:6]=[CH:7][CH:8]=1.[C:12](OC(=O)C)(=[O:14])[CH3:13]>>[CH3:1][O:2][C:3]1[CH:4]=[C:5]([CH2:9][CH2:10][NH:11][C:12](=[O:14])[CH3:13])[CH:6]=[CH:7][CH:8]=1. Procedure: In close analogy to the procedure described above, 2-(3-methoxy-phenyl)-ethylamine is reacted with acetic anhydride to provide the title compound. Reactants: CC(C)C[AlH]CC(C)C (DIBAL-H), FC1=CC=C(C=C1)C1=NC(=NC=C1)C(=O)OC (methyl 4-(4-fluorophenyl)pyrimidine-2-carboxylate), aldehyde, alcohol, CC(C)C[AlH]CC(C)C (DIBAL-H), CC(C)C[AlH]CC(C)C (DIBAL-H). Run in C1(=CC=CC=C1)C (toluene). Run at time 2 hour. The product is FC1=CC=C(C=C1)C1=NC(=NC=C1)C=O (4-(4-fluorophenyl)pyrimidine-2-carbaldehyde). The yield is 10.2%. RXN SMILES: CC(C[AlH]CC(C)C)C.[F:10][C:11]1[CH:16]=[CH:15][C:14]([C:17]2[CH:22]=[CH:21][N:20]=[C:19]([C:23](OC)=[O:24])[N:18]=2)=[CH:13][CH:12]=1>C1(C)C=CC=CC=1>[F:10][C:11]1[CH:12]=[CH:13][C:14]([C:17]2[CH:22]=[CH:21][N:20]=[C:19]([CH:23]=[O:24])[N:18]=2)=[CH:15][CH:16]=1. Reported procedure: DIBAL-H (3.62 mL, 3.62 mmol, 1.0 M in toluene) was slowly added to a suspension of Example 32A (700 mg, 3.01 mmol) in toluene (30 mL) at −75° C. After 2 hours, DIBAL-H (1.507 mL, 1.507 mmol, 1.0 M in toluene) was added to the reaction mixture and warmed slowly to ambient temperature overnight. The reaction was a clear orange-red solution and the methyl ester was consumed, yielding a mixture of aldehyde and alcohol. Additional DIBAL-H (1.507 mL, 1.507 mmol, 1.0 M in toluene) was added at ambient ... As a reaction SMILES: [CH3:1][C:2]([NH:8][C:9]([C:11]1[CH:36]=[CH:35][CH:34]=[CH:33][C:12]=1[C:13]([NH:15][C:16]1[C:17]([CH3:32])=[N:18][C:19]([O:22][CH:23]([C:28]([F:31])([F:30])[F:29])[C:24]([F:27])([F:26])[F:25])=[CH:20][CH:21]=1)=[O:14])=[O:10])([CH3:7])[CH:3]=[N:4][O:5][CH3:6].BrN1C(=O)CCC1=O.[I:45]N1C(=O)CCC1=O>>[CH3:7][C:2]([NH:8][C:9]([C:11]1[C:36]([I:45])=[CH:35][CH:34]=[CH:33][C:12]=1[C:13]([NH:15][C:16]1[C:17]([CH3:32])=[N:18][C:19]([O:22][CH:23]([C:28]([F:31])([F:29])[F:30])[C:24]([F:26])([F:27])[F:25])=[CH:20][CH:21]=1)=[O:14])=[O:10])([CH3:1])[CH:3]=[N:4][O:5][CH3:6]. Yields the product CC(C=NOC)(C)NC(=O)C1=C(C(=O)NC=2C(=NC(=CC2)OC(C(F)(F)F)C(F)(F)F)C)C=CC=C1I (2-(1,1-dimethyl-2-(N-methoxyimino)ethylaminocarbonyl)-N-(6-(1,1,1,3,3,3-hexafluoropropan-2-yloxy)-2-methylpyridin-3-yl)-3-iodobenzamide). Reported procedure: 2-(1,1-Dimethyl-2-(N-methoxyimino)ethylaminocarbonyl)-N-(6-(1,1,1,3,3,3-hexafluoropropan-2-yloxy)-2-methylpyridin-3-yl)benzamide was treated in the same manner as in Example 36, except that the N-bromosuccinimide was replaced with N-iodosuccinimide, to obtain 2-(1,1-dimethyl-2-(N-methoxyimino)ethylaminocarbonyl)-N-(6-(1,1,1,3,3,3-hexafluoropropan-2-yloxy)-2-methylpyridin-3-yl)-3-iodobenzamide (yield 83%, melting point 220° C.). Regioselectivity of iodination into the 3-position was 100%. Yield: 83.0%. Starting materials: CC(C=NOC)(C)NC(=O)C1=C(C(=O)NC=2C(=NC(=CC2)OC(C(F)(F)F)C(F)(F)F)C)C=CC=C1 (2-(1,1-Dimethyl-2-(N-methoxyimino)ethylaminocarbonyl)-N-(6-(1,1,1,3,3,3-hexafluoropropan-2-yloxy)-2-methylpyridin-3-yl)benzamide), BrN1C(CCC1=O)=O (N-bromosuccinimide), IN1C(CCC1=O)=O (N-iodosuccinimide). Starting materials: CC(C)(C)[Si](O[C@H]1CC=C([C@@H]1COCC1=CC=CC=C1)CO)(C)C ((4S, 5R)-4-[[(1,1-Dimethylethyl)dimethylsilyl]oxy]-5-[(phenylmethoxy)methyl]-1-cyclopentene-1-methanol), COC(C)(C)C (tert-butyl methyl ether), C(=O)(OCC)[C@@H](O)[C@H](O)C(=O)OCC (Diethyl D-tartrate), C(C)(C)(C)OO (tert-butyl hydroperoxide). Reagents/catalysts: CC([O-])C.[Ti+4].CC([O-])C.CC([O-])C.CC([O-])C (titanium (IV) isopropoxide). The solvent is C(Cl)Cl (DCM), C(Cl)Cl (DCM). Reaction conditions: time 5 minute. The product is CC(C)(C)[Si](OC1C(C2(OC2C1)CO)COCC1=CC=CC=C1)(C)C (3-[[(1,1-Dimethylethyl)dimethylsilyl]oxy]-2-[(phenylmethoxy)methyl]-6-oxabicyclo[3.1.0]hexane-1-methanol). Reaction SMILES: C([C@H]([C@@H](C(OCC)=O)O)O)(OCC)=[O:2].[CH3:15][C:16]([Si:19]([CH3:38])([CH3:37])[O:20][C@@H:21]1[C@@H:25]([CH2:26][O:27][CH2:28][C:29]2[CH:34]=[CH:33][CH:32]=[CH:31][CH:30]=2)[C:24]([CH2:35][OH:36])=[CH:23][CH2:22]1)([CH3:18])[CH3:17].C(OO)(C)(C)C.COC(C)(C)C>C(Cl)Cl.CC(C)[O-].[Ti+4].CC(C)[O-].CC(C)[O-].CC(C)[O-]>[CH3:18][C:16]([Si:19]([CH3:38])([CH3:37])[O:20][CH:21]1[CH2:22][CH:23]2[C:24]([CH2:35][OH:36])([O:2]2)[CH:25]1[CH2:26][O:27][CH2:28][C:29]1[CH:30]=[CH:31][CH:32]=[CH:33][CH:34]=1)([CH3:15])[CH3:17] |f:5.6.7.8.9|. Procedure: A 250-mL oven dried three necked round bottomed flask was equipped with a magnetic stir bar, argon inlet, and temperature probe charged with oven dried powdered molecular sieves 4A° (9.0 g). DCM (30 mL) was added to the flask and the resulting suspension was stirred room temperature for 5 minutes. Diethyl D-tartrate (2.13 g, 10.32 mmol) in DCM (18 mL) was added at room temperature and the mixture was cooled to −30° C. Keeping the temperature at −30° C., titanium (IV) isopropoxide (2.665 mL, 9.03...